From a dataset of the Open Reaction Database (ORD), a public repository of structured organic reaction records. describe an organic reaction: reactants, conditions, products, and yield Reactants: CCOC(C)=O, OCC1CC1, O=c1ccn2c(Cl)cccc2c1-c1c(Cl)cccc1Cl, [H-], [Na+], CN(C)C=O, O. Product: O=c1ccn2c(OCC3CC3)cccc2c1-c1c(Cl)cccc1Cl. RXN SMILES: [C:34]([O:35][CH2:36][CH3:37])(=[O:38])[CH3:39].[CH:3]1([CH2:6][OH:7])[CH2:4][CH2:5]1.[Cl:8][c:9]1[n:10]2[cH:11][cH:12][c:13](=[O:27])[c:14](-[c:19]3[c:20]([Cl:26])[cH:21][cH:22][cH:23][c:24]3[Cl:25])[c:15]2[cH:16][cH:17][cH:18]1.[H-:1].[Na+:2].[O:28]=[CH:29][N:30]([CH3:31])[CH3:32].[OH2:33]>>[CH:3]1([CH2:6][O:7][c:9]2[n:10]3[cH:11][cH:12][c:13](=[O:27])[c:14](-[c:19]4[c:20]([Cl:26])[cH:21][cH:22][cH:23][c:24]4[Cl:25])[c:15]3[cH:16][cH:17][cH:18]2)[CH2:4][CH2:5]1.